This data is from the Open Reaction Database (ORD), a public repository of structured organic reaction records. The task is: describe an organic reaction: reactants, conditions, products, and yield Starting materials: COC(C(C1=CC=C(C=C1)OCC#CC1=C(C=CC=C1C)COC(C(CC)(C)C)=O)=O)=O (4-[3-[2-[(2,2-dimethyl-1-oxobutoxy)methyl]-6-methylphenyl]-2-propynyloxy]-alpha-oxobenzeneacetic acid methyl ester), [OH-].[Na+] (sodium hydroxide). Solvent: CO (methanol). Procedure details: A solution of 4-[3-[2-[(2,2-dimethyl-1-oxobutoxy)methyl]-6-methylphenyl]-2-propynyloxy]-alpha-oxobenzeneacetic acid methyl ester (1.25 g) in methanol (5 mL) was treated with 3N sodium hydroxide solution (1.25 mL) and the mixture was stirred for 5 minutes at room temperature. Most of the methanol was removed under reduced pressure, and the concentrate was partitioned between diethyl ether (25 mL,) and water (25 mL). The separated aqueous layer was acidified with 1N hydrochloric acid (5 mL) and ex... Product: CC(C(OCC1=C(C(=CC=C1)C)C#CCOC1=CC=C(C=C1)C(C(=O)O)=O)=O)(CC)C (4-[3-[2-[(2,2-dimethyl-1-oxobutoxy)methyl]-6-methylphenyl]-2-propynyloxy]-alphaoxobenzeneacetic acid). Reaction conditions: time 5 minute. Reaction SMILES: C[O:2][C:3](=[O:32])[C:4](=[O:31])[C:5]1[CH:10]=[CH:9][C:8]([O:11][CH2:12][C:13]#[C:14][C:15]2[C:20]([CH3:21])=[CH:19][CH:18]=[CH:17][C:16]=2[CH2:22][O:23][C:24](=[O:30])[C:25]([CH3:29])([CH3:28])[CH2:26][CH3:27])=[CH:7][CH:6]=1.[OH-].[Na+]>CO>[CH3:28][C:25]([CH3:29])([CH2:26][CH3:27])[C:24](=[O:30])[O:23][CH2:22][C:16]1[CH:17]=[CH:18][CH:19]=[C:20]([CH3:21])[C:15]=1[C:14]#[C:13][CH2:12][O:11][C:8]1[CH:7]=[CH:6][C:5]([C:4](=[O:31])[C:3]([OH:32])=[O:2])=[CH:10][CH:9]=1 |f:1.2|. Yield: 93.4%. Reactants: BrCC1=NOC(=C1)C=1C(=NC=CC1)N(C(=O)OC(C)(C)C)C(=O)OC(C)(C)C (di-tert-butyl {3-[3-(bromomethyl)isoxazol-5-yl]pyridin-2-yl}imidodicarbonate), N1=C(C=CC=C1)OCC1=CC=C(C=C1)B(O)O ({4-[(pyridin-2-yloxy)methyl]phenyl}boronic acid), P(=O)([O-])([O-])[O-].[K+].[K+].[K+] (potassium phosphate), C1(=CC=CC=C1)P(C1=CC=CC=C1)C1=CC=CC=C1 (triphenylphosphine), BrCC1=NOC(=C1)C=1C(=NC=CC1)N(C(=O)OC(C)(C)C)C(=O)OC(C)(C)C (di-tert-butyl {3-[3-(bromomethyl)isoxazol-5-yl]pyridin-2-yl}imidodicarbonate), CC1=NOC(=C1)C=1C(=NC=CC1)N(C(=O)OC(C)(C)C)C(=O)OC(C)(C)C (di-tert-butyl [3-(3-methylisoxazol-5-yl)pyridin-2-yl}imidodicarbonate). Reagents/catalysts: C(C)(=O)[O-].[Pd+2].C(C)(=O)[O-] (palladium acetate). Solvent: C1(=CC=CC=C1)C (toluene), O (water), C(C)(=O)OCC (ethyl acetate). Conditions: temperature 90 celsius, time 16 hour. Yields the product N1=C(C=CC=C1)OCC1=CC=C(CC2=NOC(=C2)C=2C(=NC=CC2)N(C(=O)OC(C)(C)C)C(=O)OC(C)(C)C)C=C1 (di-tert-butyl [3-(3-{4-[(pyridin-2-yloxy)methyl]benzyl}isoxazol-5-yl)pyridin-2-yl]imidodicarbonate). Reaction SMILES: Br[CH2:2][C:3]1[CH:7]=[C:6]([C:8]2[C:9]([N:14]([C:22]([O:24][C:25]([CH3:28])([CH3:27])[CH3:26])=[O:23])[C:15]([O:17][C:18]([CH3:21])([CH3:20])[CH3:19])=[O:16])=[N:10][CH:11]=[CH:12][CH:13]=2)[O:5][N:4]=1.[N:29]1[CH:34]=[CH:33][CH:32]=[CH:31][C:30]=1[O:35][CH2:36][C:37]1[CH:42]=[CH:41][C:40](B(O)O)=[CH:39][CH:38]=1.P([O-])([O-])([O-])=O.[K+].[K+].[K+].C1(P(C2C=CC=CC=2)C2C=CC=CC=2)C=CC=CC=1.CC1C=C(C2C(N(C(OC(C)(C)C)=O)C(OC(C)(C)C)=O)=NC=CC=2)ON=1>C([O-])(=O)C.[Pd+2].C([O-])(=O)C.O.C(OCC)(=O)C.C1(C)C=CC=CC=1>[N:29]1[CH:34]=[CH:33][CH:32]=[CH:31][C:30]=1[O:35][CH2:36][C:37]1[CH:38]=[CH:39][C:40]([CH2:2][C:3]2[CH:7]=[C:6]([C:8]3[C:9]([N:14]([C:22]([O:24][C:25]([CH3:28])([CH3:27])[CH3:26])=[O:23])[C:15]([O:17][C:18]([CH3:21])([CH3:20])[CH3:19])=[O:16])=[N:10][CH:11]=[CH:12][CH:13]=3)[O:5][N:4]=2)=[CH:41][CH:42]=1 |f:2.3.4.5,8.9.10|. Procedure details: Under a nitrogen atmosphere, to a mixture of di-tert-butyl {3-[3-(bromomethyl)isoxazol-5-yl]pyridin-2-yl}imidodicarbonate (68 mg, 0.15 mmol), {4-[(pyridin-2-yloxy)methyl]phenyl}boronic acid (34 mg, 0.15 mmol), potassium phosphate (35 mg, 0.17 mmol), triphenylphosphine (7.9 mg, 0.03 mmol), and toluene (1.0 mL) was added palladium acetate (1.7 mg, 5 mol %), which was stirred for 16 hours at 90° C. After cooling, ethyl acetate and water were added thereto, and the mixture was transferred to a separ... The reactants are solution, N([C@@H](CCCNC(NS(=O)(=O)C1=C(C)C=C(C)C=C1C)=N)C(=O)O)C(=O)OC(C)(C)C (Boc-Arg(Mts)-OH), Boc-Arg(Mts)-OH·CHA, N (ammonia), CN1CCOCC1 (NMM). Run in C1CCOC1 (THF). Run at time 15 minute. Yields the product N([C@@H](CCCNC(NS(=O)(=O)C1=C(C)C=C(C)C=C1C)=N)C(=O)N)C(=O)OC(C)(C)C (Boc-Arg(Mts)-NH2). RXN SMILES: [NH:1]([C:25]([O:27][C:28]([CH3:31])([CH3:30])[CH3:29])=[O:26])[C@H:2]([C:22](O)=[O:23])[CH2:3][CH2:4][CH2:5][NH:6][C:7](=[NH:21])[NH:8][S:9]([C:12]1[C:19]([CH3:20])=[CH:18][C:16]([CH3:17])=[CH:15][C:13]=1[CH3:14])(=[O:11])=[O:10].C[N:33]1CCOCC1.N>C1COCC1>[NH:1]([C:25]([O:27][C:28]([CH3:30])([CH3:29])[CH3:31])=[O:26])[C@H:2]([C:22]([NH2:33])=[O:23])[CH2:3][CH2:4][CH2:5][NH:6][C:7](=[NH:21])[NH:8][S:9]([C:12]1[C:13]([CH3:14])=[CH:15][C:16]([CH3:17])=[CH:18][C:19]=1[CH3:20])(=[O:11])=[O:10]. Procedure details: Boc-Arg(Mts)-OH prepared from 1.3 kg of Boc-Arg(Mts)-OH·CHA are dissolved at ambient temperature in 6.2 kg of THF, and 280 g of NMM are added. To this solution 380 g of SBCF are added at -10° C., and stirring is continued at -10° C. for 15 minutes, and then 0.69 kg of 29% aqueous ammonia are added at -10° C. The medium is stirred at -10° C. for 30 mins. and then at 5° C., and the development of the reaction is followed by HPLC. The reaction is terminated after 30 mins. The medium is poured into ... The reactants are C#CCBr, Cc1cc(COc2ccc(S(=O)(=O)NC3CNCC3C(=O)OC(C)(C)C)cc2)c2ccccc2n1, Cl. Yields the product C#CCN1CC(NS(=O)(=O)c2ccc(OCc3cc(C)nc4ccccc34)cc2)C(C(=O)OC(C)(C)C)C1. Reaction SMILES: [CH2:37]([C:38]#[CH:39])[Br:40].[CH3:2][c:3]1[n:4][c:5]2[cH:6][cH:7][cH:8][cH:9][c:10]2[c:11]([CH2:13][O:14][c:15]2[cH:16][cH:17][c:18]([S:21](=[O:22])(=[O:23])[NH:24][CH:25]3[CH:26]([C:30](=[O:31])[O:32][C:33]([CH3:34])([CH3:35])[CH3:36])[CH2:27][NH:28][CH2:29]3)[cH:19][cH:20]2)[cH:12]1.[ClH:1]>>[CH3:2][c:3]1[n:4][c:5]2[cH:6][cH:7][cH:8][cH:9][c:10]2[c:11]([CH2:13][O:14][c:15]2[cH:16][cH:17][c:18]([S:21](=[O:22])(=[O:23])[NH:24][CH:25]3[CH:26]([C:30](=[O:31])[O:32][C:33]([CH3:34])([CH3:35])[CH3:36])[CH2:27][N:28]([CH2:39][C:38]#[CH:37])[CH2:29]3)[cH:19][cH:20]2)[cH:12]1.